From a dataset of the Open Reaction Database (ORD), a public repository of structured organic reaction records. describe an organic reaction: reactants, conditions, products, and yield Solvent: ClCCl (dichloromethane). Procedure details: 3-{4-[4-(3,5-dimethylpyridin-2-yl)piperazine-1-carbonyl]phenyl}-1-(4-methoxybenzyl)-4-methylimidazolidin-2-one (105 mg) described in Example 420 was dissolved in dichloromethane (1 mL), trifluoroacetic acid (2 mL) was added, and the mixture was stirred at room temperature overnight. The solvent was evaporated from the reaction mixture, 5% aqueous sodium hydrogen carbonate solution was added, and the mixture was extracted with chloroform/methanol (10/1). The organic layer was dried over sodium su... The product is CC=1C(=NC=C(C1)C)N1CCN(CC1)C(=O)C1=CC=C(C=C1)N1C(NCC1C)=O (1-{4-[4-(3,5-dimethylpyridin-2-yl)piperazine-1-carbonyl]phenyl}-5-methylimidazolidin-2-one). The yield is 106.9%. Reaction conditions: time 8 hour. Starting materials: CC=1C(=NC=C(C1)C)N1CCN(CC1)C(=O)C1=CC=C(C=C1)N1C(N(CC1C)CC1=CC=C(C=C1)OC)=O (3-{4-[4-(3,5-dimethylpyridin-2-yl)piperazine-1-carbonyl]phenyl}-1-(4-methoxybenzyl)-4-methylimidazolidin-2-one), FC(C(=O)O)(F)F (trifluoroacetic acid). RXN SMILES: [CH3:1][C:2]1[C:3]([N:9]2[CH2:14][CH2:13][N:12]([C:15]([C:17]3[CH:22]=[CH:21][C:20]([N:23]4[CH:27]([CH3:28])[CH2:26][N:25](CC5C=CC(OC)=CC=5)[C:24]4=[O:38])=[CH:19][CH:18]=3)=[O:16])[CH2:11][CH2:10]2)=[N:4][CH:5]=[C:6]([CH3:8])[CH:7]=1.FC(F)(F)C(O)=O>ClCCl>[CH3:1][C:2]1[C:3]([N:9]2[CH2:10][CH2:11][N:12]([C:15]([C:17]3[CH:18]=[CH:19][C:20]([N:23]4[CH:27]([CH3:28])[CH2:26][NH:25][C:24]4=[O:38])=[CH:21][CH:22]=3)=[O:16])[CH2:13][CH2:14]2)=[N:4][CH:5]=[C:6]([CH3:8])[CH:7]=1. Reactants: C1(CC1)S(=O)(=O)C=1C=CC(=C(C(=O)O)C1)O (5-cyclopropanesulfonyl-2-hydroxy-benzoic acid), C(C(=O)Cl)(=O)Cl (oxalyl chloride), N1=CC=CC=C1 (pyridine), CO (methanol). Reagents/catalysts: ClC(C)Cl (dichloroethane). The solvent is CN(C)C=O (DMF). Conditions: time 90 minute. Product: COC(C1=C(C=CC(=C1)S(=O)(=O)C1CC1)O)=O (5-Cyclopropanesulfonyl-2-hydroxy-benzoic acid methyl ester). RXN SMILES: [CH:1]1([S:4]([C:7]2[CH:8]=[CH:9][C:10]([OH:16])=[C:11]([CH:15]=2)[C:12]([OH:14])=[O:13])(=[O:6])=[O:5])[CH2:3][CH2:2]1.[C:17](Cl)(=O)C(Cl)=O.CO.N1C=CC=CC=1>ClC(Cl)C.CN(C=O)C>[CH3:17][O:13][C:12](=[O:14])[C:11]1[CH:15]=[C:7]([S:4]([CH:1]2[CH2:3][CH2:2]2)(=[O:6])=[O:5])[CH:8]=[CH:9][C:10]=1[OH:16]. Reported procedure: To 7.2 mmol 5-cyclopropanesulfonyl-2-hydroxy-benzoic acid in 20 ml dichloroethane containing a few drops of DMF was added dropwise 8.7 mmol oxalyl chloride. After stirring for 90 min at RT, the reaction mixture was cooled to 0° C. and then 144 mmol methanol was added, followed by 72 mmol pyridine, and stirring continued at RT for 1 h. The mixture was then washed with 1 M aq HCl, dried with Na2SO4, and concentrated in vacuo. The residue was chromatographed on silica gel (eluant: ethyl acetate/hep... Reactants: C(C1=CC=CC=C1)N1C[C@@H]([C@@](CC1)(O)C(F)(F)F)O ((3S,4R)-1-benzyl-4-trifluoromethylpiperidin-3,4-diol), [H][H] (hydrogen). The reagents and catalysts are [Pd] (Pd/C). Solvent: CO (MeOH). Product: FC([C@@]1([C@H](CNCC1)O)O)(F)F ((3S,4R)-4-trifluoromethylpiperidin-3,4-diol). Reaction SMILES: C([N:8]1[CH2:13][CH2:12][C@@:11]([C:15]([F:18])([F:17])[F:16])([OH:14])[C@@H:10]([OH:19])[CH2:9]1)C1C=CC=CC=1.[H][H]>CO.[Pd]>[F:18][C:15]([F:16])([F:17])[C@@:11]1([OH:14])[CH2:12][CH2:13][NH:8][CH2:9][C@@H:10]1[OH:19]. Reported procedure: A mixture of 1.50 g (5.45 mmol) of (3S,4R)-1-benzyl-4-trifluoromethylpiperidin-3,4-diol and 170 mg of Pd/C (10%) in 17 mL of MeOH was hydrogenated at RT and 3 bar hydrogen pressure for 5 hours. The catalyst was filtered off and the filtrate was evaporated down in vacuo. Yield: 910 mg (90% of theoretical); C6H10F3NO2 (M=185.144); calc.: molpeak (M+H)+: 186; found: molpeak (M+H)+: 186; Rf value: 0.35 (silica gel, EtOAc/MeOH/conc. aqueous ammonia 7:3:0.3). Starting materials: C1(=CC=CC=C1)C=CC(=O)N[C@@H](C)C1=CC(=CC=C1)OS(=O)(=O)C(F)(F)F ((S)-3-phenyl-N-[1-(3-trifluoromethanesulfonyloxy-phenyl)-ethyl]acrylamide), P(=O)([O-])([O-])[O-].[K+].[K+].[K+] (potassium phosphate), N1CCOCC1 (morpholine). Reagents/catalysts: C=1C=CC(=CC1)/C=C/C(=O)/C=C/C2=CC=CC=C2.C=1C=CC(=CC1)/C=C/C(=O)/C=C/C2=CC=CC=C2.C=1C=CC(=CC1)/C=C/C(=O)/C=C/C2=CC=CC=C2.[Pd].[Pd] (Pd2(dba)3). The solvent is COCCOC (DME). Conditions: temperature 80 celsius. The product is C1(=CC=CC=C1)C=CC(=O)N[C@@H](C)C1=CC(=CC=C1)N1CCOCC1 ((S)-3-Phenyl-N-[1-(3-morpholin-4-yl-phenyl)ethyl]-acrylamide). Reaction SMILES: [C:1]1([CH:7]=[CH:8][C:9]([NH:11][C@H:12]([C:14]2[CH:19]=[CH:18][CH:17]=[C:16](OS(C(F)(F)F)(=O)=O)[CH:15]=2)[CH3:13])=[O:10])[CH:6]=[CH:5][CH:4]=[CH:3][CH:2]=1.P([O-])([O-])([O-])=O.[K+].[K+].[K+].[NH:36]1[CH2:41][CH2:40][O:39][CH2:38][CH2:37]1>COCCOC.C1C=CC(/C=C/C(/C=C/C2C=CC=CC=2)=O)=CC=1.C1C=CC(/C=C/C(/C=C/C2C=CC=CC=2)=O)=CC=1.C1C=CC(/C=C/C(/C=C/C2C=CC=CC=2)=O)=CC=1.[Pd].[Pd]>[C:1]1([CH:7]=[CH:8][C:9]([NH:11][C@H:12]([C:14]2[CH:19]=[CH:18][CH:17]=[C:16]([N:36]3[CH2:41][CH2:40][O:39][CH2:38][CH2:37]3)[CH:15]=2)[CH3:13])=[O:10])[CH:6]=[CH:5][CH:4]=[CH:3][CH:2]=1 |f:1.2.3.4,7.8.9.10.11|. Procedure details: To a solution of (S)-3-phenyl-N-[1-(3-trifluoromethanesulfonyloxy-phenyl)-ethyl]acrylamide (50 mg) in DME (0.5 mL) at room temperature was added Pd2(dba)3 (29 mg), potassium phosphate (37 mg), morpholine (0.02 mL), and the resulting suspension was heated at 80° C. for 15 hours. The solvent was removed in vacuo, and the residue was purified by preparative HPLC to afford the title compound as the trifluoacetic acid salt. Starting materials: CC1SCC=2N=CN=C(C21)O (5-Methyl-5,7-dihydrothieno[3,4-d]pyrimidin-4-ol), O=P(Cl)(Cl)Cl (POCl3). Reaction conditions: time 1 hour. The product is ClC=1C2=C(N=CN1)CSC2C (4-chloro-5-methyl-5,7-dihydrothieno[3,4-d]pyrimidine). Yield: 54.0%. RXN SMILES: [CH3:1][CH:2]1[C:10]2[C:9](O)=[N:8][CH:7]=[N:6][C:5]=2[CH2:4][S:3]1.O=P(Cl)(Cl)[Cl:14]>>[Cl:14][C:9]1[C:10]2[CH:2]([CH3:1])[S:3][CH2:4][C:5]=2[N:6]=[CH:7][N:8]=1. Procedure details: 5-Methyl-5,7-dihydrothieno[3,4-d]pyrimidin-4-ol (10 g, 59.54 mmol) in POCl3 (100 mL) was heated to reflux for 15 minutes. After cooling, excess POCl3 was removed under vacuum. The residue was dissolved in CH2Cl2 (100 mL) and saturated NaHCO3 (400 mL) was added at 0° C. The reaction mixture was stirred for 1 hour. The aqueous phase was extracted with DCM (3×250 mL). The organic phase was combined, dried and concentrated. The residue was purified by silica gel chromatography, eluting with Hexane/e... The reactants are ethyl oxalyl chloride, O1COC2=C1C=CC=C2 (1.3-benzodioxole), CCCCCC (hexane), C(C)(=O)OCC (ethyl acetate), O (water), [Al] (aluminum). Solvent: ClCCl (dichloromethane), ClCCl (dichloromethane). Yields the product C(C)OC(C(=O)C1=CC2=C(OCO2)C=C1)=O (Benzo(1.3)dioxol-5-yl-oxo-acetic acid ethyl ester). Reaction SMILES: [O:1]1[C:5]2[CH:6]=[CH:7][CH:8]=[CH:9][C:4]=2[O:3][CH2:2]1.[Al].[OH2:11].CCCCCC.[C:18]([O:21][CH2:22][CH3:23])(=[O:20])[CH3:19]>ClCCl>[CH2:22]([O:21][C:18](=[O:20])[C:19]([C:8]1[CH:7]=[CH:6][C:5]2[O:1][CH2:2][O:3][C:4]=2[CH:9]=1)=[O:11])[CH3:23]. Procedure details: A mixture of ethyl oxalyl chloride (50 ml, 0.45 mmol) and 1.3-benzodioxole (50 g, 0.41 mmol) in dichloromethane (40 ml) was added dropwise to a stirred slurry of aluminum thichloride (71 g, 0.53 mmol) in dichloromethane (500 ml) at 0° C. under a nitrogen atmosphere. After 2 hours the mixture was poured into iced water and the organic layer was washed with further volumes of water (3×500 ml), saturated sodium bicarbonate solution (500 ml) and brine (500 ml). The organic layer was dried (magnesium...